From a dataset of the Open Reaction Database (ORD), a public repository of structured organic reaction records. describe an organic reaction: reactants, conditions, products, and yield The reactants are NC1=CC=C2C3=C(NC2=C1)C(=NC=C3C3=C(C=CC=C3)F)C(=O)N (7-amino-4-(2-fluorophenyl)-9H-pyrido[3,4-b]indole-1-carboxamide), CS(=O)(=O)Cl (methanesulfonyl chloride), N1=CC=CC=C1 (pyridine). Solvent: ClCCl (dichloromethane). Conditions: time 1 hour. Yields the product FC1=C(C=CC=C1)C1=CN=C(C=2NC3=CC(=CC=C3C21)NS(=O)(=O)C)C(=O)N (4-(2-Fluorophenyl)-7-(methylsulfonamido)-9H-pyrido[3,4-b]indole-1-carboxamide). The yield is 15.4%. RXN SMILES: [NH2:1][C:2]1[CH:10]=[C:9]2[C:5]([C:6]3[C:14]([C:15]4[CH:20]=[CH:19][CH:18]=[CH:17][C:16]=4[F:21])=[CH:13][N:12]=[C:11]([C:22]([NH2:24])=[O:23])[C:7]=3[NH:8]2)=[CH:4][CH:3]=1.[CH3:25][S:26](Cl)(=[O:28])=[O:27].N1C=CC=CC=1>ClCCl>[F:21][C:16]1[CH:17]=[CH:18][CH:19]=[CH:20][C:15]=1[C:14]1[C:6]2[C:5]3[C:9](=[CH:10][C:2]([NH:1][S:26]([CH3:25])(=[O:28])=[O:27])=[CH:3][CH:4]=3)[NH:8][C:7]=2[C:11]([C:22]([NH2:24])=[O:23])=[N:12][CH:13]=1. Procedure: To a solution of 7-amino-4-(2-fluorophenyl)-9H-pyrido[3,4-b]indole-1-carboxamide (25 mg, 0.078 mmol) in dichloromethane (2 mL) at rt was sequentially added methanesulfonyl chloride (22.35 mg, 0.195 mmol) and pyridine (0.016 mL, 0.195 mmol). The mixture was stirred at room temperature for 1 hr and then at 50° C. in a closed vial for 30 min. The mixture was concentrated. The residue was diluted with MeOH (1.5 mL) and subjected to prep. reverse phase HPLC purification. The correct fraction was conc... The reactants are ClC1=CC(=NC(=N1)NC)N1CC(CC1C)C(=O)NCC1=CC=CC=C1 (Racemic (3S,5R)-1-[6-chloro-2-(methylamino)-4-pyrimidinyl]-5-methyl-N-(phenylmethyl)-3-pyrrolidinecarboxamide), C(#N)C1=C(C=C(C=C1)B(O)O)F ((4-cyano-3-fluorophenyl)boronic acid), C1(CCCCC1)P(C1CCCCC1)C1CCCCC1 (tricyclohexylphosphine), [O-]P(=O)([O-])[O-].[K+].[K+].[K+] (K3PO4). Reagents/catalysts: C=1C=CC(=CC1)/C=C/C(=O)/C=C/C2=CC=CC=C2.C=1C=CC(=CC1)/C=C/C(=O)/C=C/C2=CC=CC=C2.C=1C=CC(=CC1)/C=C/C(=O)/C=C/C2=CC=CC=C2.[Pd].[Pd] (Pd2(dba)3). Solvent: O (water), O1CCOCC1 (1,4-dioxane). Run at temperature 100 celsius. Product: C(#N)C1=C(C=C(C=C1)C1=CC(=NC(=N1)NC)N1C[C@H](C[C@H]1C)C(=O)NCC1=CC=CC=C1)F (Cis-1-[6-(4-cyano-3-fluorophenyl)-2-(methylamino)-4-pyrimidinyl]-5-methyl-N-(phenylmethyl)-3-pyrrolidinecarboxamide). Yield: 114.1%. RXN SMILES: Cl[C:2]1[N:7]=[C:6]([NH:8][CH3:9])[N:5]=[C:4]([N:10]2[CH:14]([CH3:15])[CH2:13][CH:12]([C:16]([NH:18][CH2:19][C:20]3[CH:25]=[CH:24][CH:23]=[CH:22][CH:21]=3)=[O:17])[CH2:11]2)[CH:3]=1.[C:26]([C:28]1[CH:33]=[CH:32][C:31](B(O)O)=[CH:30][C:29]=1[F:37])#[N:27].C1(P(C2CCCCC2)C2CCCCC2)CCCCC1.[O-]P([O-])([O-])=O.[K+].[K+].[K+]>C1C=CC(/C=C/C(/C=C/C2C=CC=CC=2)=O)=CC=1.C1C=CC(/C=C/C(/C=C/C2C=CC=CC=2)=O)=CC=1.C1C=CC(/C=C/C(/C=C/C2C=CC=CC=2)=O)=CC=1.[Pd].[Pd].O.O1CCOCC1>[C:26]([C:28]1[CH:33]=[CH:32][C:31]([C:2]2[N:7]=[C:6]([NH:8][CH3:9])[N:5]=[C:4]([N:10]3[C@H:14]([CH3:15])[CH2:13][C@H:12]([C:16]([NH:18][CH2:19][C:20]4[CH:25]=[CH:24][CH:23]=[CH:22][CH:21]=4)=[O:17])[CH2:11]3)[CH:3]=2)=[CH:30][C:29]=1[F:37])#[N:27] |f:3.4.5.6,7.8.9.10.11|. Procedure: Racemic (3S,5R)-1-[6-chloro-2-(methylamino)-4-pyrimidinyl]-5-methyl-N-(phenylmethyl)-3-pyrrolidinecarboxamide (100 mg, 0.28 mmol), (4-cyano-3-fluorophenyl)boronic acid (60 mg, 0.36 mmol, 1.3 equiv), tricyclohexylphosphine (12 mg, 0.043 mmol, 0.15 equiv), Pd2(dba)3 (20 mg, 0.022 mmol, 0.075 equiv) and K3PO4 (101 mg, 0.48 mmol, 1.7 equiv) were charged to a 20 mL microwave vial, followed by addition of 1,4-dioxane (3 mL) and water (1 mL). The mixture was bubbled with argon for 15 minutes, followed ... Reactants: C(#N)CP(OCC)(OCC)=O (diethyl cyanomethylphosphonate), oil, [H-].[Na+] (sodium hydride), CNC(=S)C1(C(CCCC1)=O)C=1C=NC=CC1 ((±)-N-methyl-2 -oxo-1-(pyrid-3 -yl)cyclohexane carbothioamide), C(C)(=O)OCC (Ethyl acetate). Run in O1CCCC1 (tetrahydrofuran), O (water). Run at time 3 hour. The product is C(#N)C=C1C(CCCC1)(C(NC)=S)C=1C=NC=CC1 ((±)-2 -cyanomethylene-N-methyl-1-(pyrid-3 -yl)cyclohexane carbothioamide). Yield: 71.0%. RXN SMILES: [C:1]([CH2:3]P(=O)(OCC)OCC)#[N:2].[H-].[Na+].[CH3:14][NH:15][C:16]([C:18]1([C:25]2[CH:26]=[N:27][CH:28]=[CH:29][CH:30]=2)[CH2:23][CH2:22][CH2:21][CH2:20][C:19]1=O)=[S:17].C(OCC)(=O)C>O1CCCC1.O>[C:1]([CH:3]=[C:19]1[CH2:20][CH2:21][CH2:22][CH2:23][C:18]1([C:25]1[CH:26]=[N:27][CH:28]=[CH:29][CH:30]=1)[C:16](=[S:17])[NH:15][CH3:14])#[N:2] |f:1.2|. Procedure details: A solution of diethyl cyanomethylphosphonate (215 mg, 1.2 mmol) at room temperature in dry tetrahydrofuran (20 ml) was treated with a 60% oil dispersion of sodium hydride (40 mg, lmmol). After 15 mins at room temperature (±)-N-methyl-2 -oxo-1-(pyrid-3 -yl)cyclohexane carbothioamide (245 mg, lmmol) was added and the resulting solution stirred for 3 hours at room temperature. Ethyl acetate (50 ml) and then water (50 ml) were added to the reaction mixture. The layers were separated and the organics... Reported procedure: 3-(3-Benzyloxy-4-methoxy-benzyl)-8-isopropyl-hypoxanthine (2.02 g, 5 mmole) and phosphorus oxychloride (20 ml) were heated to 70° C. for 35 min. The solution was evaporated to dryness and evaporation repeated twice after the addition of toluene (50 ml). The crude chloropurine residue was dissolved in THF (20 ml) and added at 0-5° C. to 70% aqueous ethylamine (20 ml). After 1 hour at room temperature the solvents were removed in vacuo, the residue was dissolved in dichloromethane (70 ml) and wash... Reactants: C(C1=CC=CC=C1)OC=1C=C(CN2C=NC(C=3NC(=NC23)C(C)C)=O)C=CC1OC (3-(3-Benzyloxy-4-methoxy-benzyl)-8-isopropyl-hypoxanthine), P(=O)(Cl)(Cl)Cl (phosphorus oxychloride). Reaction SMILES: [CH2:1]([O:8][C:9]1[CH:10]=[C:11]([CH:26]=[CH:27][C:28]=1[O:29][CH3:30])[CH2:12][N:13]1[C:21]2[N:20]=[C:19]([CH:22]([CH3:24])[CH3:23])[NH:18][C:17]=2[C:16](=O)[N:15]=[CH:14]1)C1C=CC=CC=1.P(Cl)(Cl)([Cl:33])=O>>[ClH:33].[CH2:1]([O:8][C:9]1[CH:10]=[C:11]([CH:26]=[CH:27][C:28]=1[O:29][CH3:30])[CH2:12][N:13]1[C:21]2[C:17]([N:18]=[C:19]([CH:22]([CH3:23])[CH3:24])[N:20]=2)=[C:16]([NH:13][CH2:21][CH3:17])[N:15]=[CH:14]1)[C:9]1[CH:10]=[CH:11][CH:26]=[CH:27][CH:28]=1 |f:2.3|. The product is Cl.C(C1=CC=CC=C1)OC=1C=C(CN2C=NC(=C3N=C(N=C23)C(C)C)NCC)C=CC1OC (3-(3-Benzyloxy-4-methoxy-benzyl)-6-ethylamino-8-isopropyl-3H-purine hydrochloride). The reactants are BrC1=CC=C2C(C(=O)OC(N2)=O)=C1 (5-bromoisatoic anhydride), C(C)(=O)[O-].C(=[NH2+])N (formamidinium acetate). Run in CC(C)O (i-PrOH). Yields the product BrC=1C=C2C(NC=NC2=CC1)=O (6-bromoquinazolin-4(3H)-one). Reaction SMILES: [Br:1][C:2]1[CH:13]=[C:6]2[C:7](O[C:10](=O)[NH:11][C:5]2=[CH:4][CH:3]=1)=[O:8].C([O-])(=O)C.C(N)=[NH2+:19]>CC(O)C>[Br:1][C:2]1[CH:13]=[C:6]2[C:5](=[CH:4][CH:3]=1)[N:11]=[CH:10][NH:19][C:7]2=[O:8] |f:1.2|. Procedure details: A solution of 5-bromoisatoic anhydride (5.0 g, 21 mmol) and formamidinium acetate (2.2 g, 21 mmol) in 60 mL of i-PrOH was heated at reflux for 10 hours. The reaction mixture was cooled to rt and the white solid was collected by filtration. The white solid was washed with small amount of i-PrOH and dried in air to give desired product 6-bromoquinazolin-4(3H)-one. MS (ESI, pos. ion) m/z: 224.9 (M+1). Reactants: Br.C[C@@H]1NC=2C=CC=C(C2CC1)O ((S)-2-methyl-1,2,3,4-tetrahydroquinolin-5-ol hydrobromide), Cl (HCl), ice, N1=CC=CC=C1 (pyridine), C1(CC1)C(=O)Cl (Cyclopropanecarbonyl chloride). Solvent: CN(C)C=O (DMF). Run at time 1.5 hour. Product: C1(CC1)C(=O)N1[C@H](CCC=2C(=CC=CC12)O)C ((2S)-1-cyclopropanecarbonyl-2-methyl-1,2,3,4-tetrahydroquinolin-5-ol). The yield is 90.5%. RXN SMILES: Br.[CH3:2][C@H:3]1[CH2:12][CH2:11][C:10]2[C:9]([OH:13])=[CH:8][CH:7]=[CH:6][C:5]=2[NH:4]1.N1C=CC=CC=1.[CH:20]1([C:23](Cl)=[O:24])[CH2:22][CH2:21]1.Cl>CN(C=O)C>[CH:20]1([C:23]([N:4]2[C:5]3[CH:6]=[CH:7][CH:8]=[C:9]([OH:13])[C:10]=3[CH2:11][CH2:12][C@@H:3]2[CH3:2])=[O:24])[CH2:22][CH2:21]1 |f:0.1|. Reported procedure: A 1000-mL round bottomed flask fitted with a nitrogen inlet, overhead stirrer, addition funnel, and thermocouple, was charged with (S)-2-methyl-1,2,3,4-tetrahydroquinolin-5-ol hydrobromide (20 g, 82 mmol), followed by anhydrous DMF (109 mL), and pyridine (19.8 mL, 246 mmol). Cyclopropanecarbonyl chloride (7.43 mL, 82 mmol) was added dropwise over 30 minutes while holding temperature below 20° C. with a cool water bath. Following completion of the addition, the reaction mixture was stirred for 1.... Starting materials: CC=1NC(=C(N1)C)C=1C=C(C(=O)OC)C=CC1C (methyl 3-(2,4-dimethyl-1H-imidazol-5-yl)-4-methylbenzoate), IC1=C(N=C(N1)C1(COC1)C)C (5-iodo-4-methyl-2-(3-methyloxetan-3-yl)-1H-imidazole), IC1=C(N=C(N1)C1(COC1)C)C (5-iodo-4-methyl-2-(3-methyloxetan-3-yl)-1H-imidazole), IC1=C(N=C(N1)C)C (5-iodo-2,4-dimethyl-1H-imidazole). Product: CC1=C(C=C(C(=O)OC)C=C1)C1=C(N=C(N1)C1(COC1)C)C (Methyl 4-methyl-3-(4-methyl-2-(3-methyloxetan-3-yl)-1H-imidazol-5-yl)benzoate). Reaction SMILES: CC1NC([C:8]2[CH:9]=[C:10]([CH:15]=[CH:16][C:17]=2[CH3:18])[C:11]([O:13][CH3:14])=[O:12])=C(C)N=1.I[C:20]1[NH:24][C:23]([C:25]2([CH3:29])[CH2:28][O:27][CH2:26]2)=[N:22][C:21]=1[CH3:30].IC1NC(C)=NC=1C>>[CH3:18][C:17]1[CH:16]=[CH:15][C:10]([C:11]([O:13][CH3:14])=[O:12])=[CH:9][C:8]=1[C:20]1[NH:24][C:23]([C:25]2([CH3:29])[CH2:28][O:27][CH2:26]2)=[N:22][C:21]=1[CH3:30]. Procedure: The title compound was prepared using standard chemical manipulations and procedures similar to those used for the preparation of compound 5.6, except 5-iodo-4-methyl-2-(3-methyloxetan-3-yl)-1H-imidazole (compound 175.2) was used in place of 5-iodo-2,4-dimethyl-1H-imidazole (compound 5.5). m/z (ES+) 301 (M+H)+. Reactants: O=C([O-])[O-], COC(=O)Cc1cc(C)c(O)c(C)c1, CS(C)=O, CC(C)c1cc(Cl)nnc1Cl, Cl, [Cu]I, [K+], [K+], O. Product: COC(=O)Cc1cc(C)c(Oc2cc(C(C)C)c(Cl)nn2)c(C)c1. RXN SMILES: [C:26](=[O:27])([O-:28])[O-:29].[CH3:1][O:2][C:3]([CH2:4][c:5]1[cH:6][c:7]([CH3:13])[c:8]([OH:12])[c:9]([CH3:11])[cH:10]1)=[O:14].[CH3:33][S:34](=[O:35])[CH3:36].[Cl:15][c:16]1[n:17][n:18][c:19]([Cl:25])[cH:20][c:21]1[CH:22]([CH3:23])[CH3:24].[ClH:32].[Cu:38][I:39].[K+:30].[K+:31].[OH2:37]>>[CH3:1][O:2][C:3]([CH2:4][c:5]1[cH:6][c:7]([CH3:13])[c:8]([O:12][c:19]2[n:18][n:17][c:16]([Cl:15])[c:21]([CH:22]([CH3:23])[CH3:24])[cH:20]2)[c:9]([CH3:11])[cH:10]1)=[O:14]. The reactants are ClC=1C=CC(=C(C1)C1=CC=C(C=C1)C(F)(F)F)C (5′-chloro-2′-methyl-4-trifluoromethyl-biphenyl), O (H2O), [O-][Mn](=O)(=O)=O.[K+] (KMnO4). Run in C(C)(C)(C)O (t-butanol). The product is ClC1=CC=C(C(=C1)C1=CC=C(C=C1)C(F)(F)F)C(=O)O (5-Chloro-4′-trifluoromethyl-biphenyl-2-carboxylic Acid). Reaction SMILES: [Cl:1][C:2]1[CH:3]=[CH:4][C:5]([CH3:18])=[C:6]([C:8]2[CH:13]=[CH:12][C:11]([C:14]([F:17])([F:16])[F:15])=[CH:10][CH:9]=2)[CH:7]=1.[O-:19][Mn](=O)(=O)=O.[K+].[OH2:25]>C(O)(C)(C)C>[Cl:1][C:2]1[CH:7]=[C:6]([C:8]2[CH:9]=[CH:10][C:11]([C:14]([F:15])([F:16])[F:17])=[CH:12][CH:13]=2)[C:5]([C:18]([OH:19])=[O:25])=[CH:4][CH:3]=1 |f:1.2|. Procedure: To a solution of 5′-chloro-2′-methyl-4-trifluoromethyl-biphenyl (27 g) in a mixture of t-butanol (100 mL) and H2O (200 mL) was added portionwise KMnO4 (46.9 g). At the end of the addition, the mixture was heated under reflux for 16 hours, cooled to room temperature and filtered on celite. The filtrate was then acidified with concentrated HCl and the aqueous layer was extracted with AcOEt. The combined organic extracts were washed with brine, dried over Na2SO4, filtered and evaporated under reduc...